This data is from the Open Reaction Database (ORD), a public repository of structured organic reaction records. The task is: describe an organic reaction: reactants, conditions, products, and yield Starting materials: FC(F)(F)c1n[nH]c2ccc(Br)cc12, O=C([O-])[O-], CS(C)=O, ClCCN1CCCC1, Cl, [Cs+], [Cs+], O. Yields the product FC(F)(F)c1nn(CCN2CCCC2)c2ccc(Br)cc12. As a reaction SMILES: [Br:1][c:2]1[cH:3][c:4]2[c:5]([C:11]([F:12])([F:13])[F:14])[n:6][nH:7][c:8]2[cH:9][cH:10]1.[C:15](=[O:16])([O-:17])[O-:18].[CH3:30][S:31]([CH3:32])=[O:33].[Cl:22][CH2:23][CH2:24][N:25]1[CH2:26][CH2:27][CH2:28][CH2:29]1.[ClH:21].[Cs+:19].[Cs+:20].[OH2:34]>>[Br:1][c:2]1[cH:3][c:4]2[c:5]([C:11]([F:12])([F:13])[F:14])[n:6][n:7]([CH2:23][CH2:24][N:25]3[CH2:26][CH2:27][CH2:28][CH2:29]3)[c:8]2[cH:9][cH:10]1. The reactants are CC(C)(C)CCN, Cc1ccccc1, [Mg+2], O=S(=O)([O-])[O-], O=Cc1cccc(F)c1NCCN1CCOCC1. The product is CC(C)(C)CCN=Cc1cccc(F)c1NCCN1CCOCC1. Reaction SMILES: [CH3:19][C:20]([CH2:21][CH2:22][NH2:23])([CH3:24])[CH3:25].[CH3:32][c:33]1[cH:34][cH:35][cH:36][cH:37][cH:38]1.[Mg+2:26].[O-:27][S:28]([O-:29])(=[O:30])=[O:31].[O:1]1[CH2:2][CH2:3][N:4]([CH2:7][CH2:8][NH:9][c:10]2[c:11]([CH:12]=[O:13])[cH:14][cH:15][cH:16][c:17]2[F:18])[CH2:5][CH2:6]1>>[O:1]1[CH2:2][CH2:3][N:4]([CH2:7][CH2:8][NH:9][c:10]2[c:11]([CH:12]=[N:23][CH2:22][CH2:21][C:20]([CH3:19])([CH3:24])[CH3:25])[cH:14][cH:15][cH:16][c:17]2[F:18])[CH2:5][CH2:6]1.